This data is from the Open Reaction Database (ORD), a public repository of structured organic reaction records. The task is: describe an organic reaction: reactants, conditions, products, and yield Starting materials: aqueous solution, Cl (hydrochloric acid), N1C=CC2=CC=CC=C12 (Indole), solution, C[Mg]Br (methyl magnesium bromide), O1C(C(=O)OCC)C1C (ethyl (2RS,3SR)-2,3-epoxybutanoate). The solvent is ClCCl (dichloromethane), C(C)OCC (diethyl ether), ClCCl (dichloromethane). Run at time 45 minute. The product is OC(C(=O)O)C(C)C1=CNC2=CC=CC=C12 ((2RS,3SR)-2-hydroxy-3-(indol-3-yl)butyric acid). Yield: 66.3%. As a reaction SMILES: [NH:1]1[C:9]2[C:4](=[CH:5][CH:6]=[CH:7][CH:8]=2)[CH:3]=[CH:2]1.C[Mg]Br.[O:13]1[CH:20]([CH3:21])[CH:14]1[C:15]([O:17]CC)=[O:16].Cl>ClCCl.C(OCC)C>[OH:13][CH:14]([CH:20]([C:3]1[C:4]2[C:9](=[CH:8][CH:7]=[CH:6][CH:5]=2)[NH:1][CH:2]=1)[CH3:21])[C:15]([OH:17])=[O:16]. Reported procedure: Indole (5.86 g) was dissolved in dichloromethane (50 ml) and to the solution was added dropwise 2.89 M solution of methyl magnesium bromide in diethyl ether (40 ml) over a period of 45 minutes at room temperature. After the dropwise addition was completed, the mixture was stirred for 45 minutes at room temperature. Under cooling at −10° C., a solution of ethyl (2RS,3SR)-2,3-epoxybutanoate (6.51 g) in dichloromethane (50 ml) was added dropwise over a period of 20 minutes. The mixture was stirred ... Starting materials: CC(C)(C)OC(=O)N1CCN(Cc2ccc3c(N)ncnc3c2)C(=O)C1, CCOC(C)=O, Cl. Product: Nc1ncnc2cc(CN3CCNCC3=O)ccc12. Reaction SMILES: [C:1]([O:2][C:3](=[O:4])[N:8]1[CH2:9][C:10](=[O:26])[N:11]([CH2:14][c:15]2[cH:16][cH:17][c:18]3[c:19]([NH2:25])[n:20][cH:21][n:22][c:23]3[cH:24]2)[CH2:12][CH2:13]1)([CH3:5])([CH3:6])[CH3:7].[CH3:28][CH2:29][O:30][C:31]([CH3:32])=[O:33].[ClH:27]>>[NH:8]1[CH2:9][C:10](=[O:26])[N:11]([CH2:14][c:15]2[cH:16][cH:17][c:18]3[c:19]([NH2:25])[n:20][cH:21][n:22][c:23]3[cH:24]2)[CH2:12][CH2:13]1. The reactants are C=1C=CC=2C=C(C=CC2C1)C3=NCCN3 (benazolin), C1C[C@H]2[C@@H]([C@@H]([C@@H]1O2)C(=O)O)C(=O)O (endothall), CCC(C)NP(=S)(OCC)OC=1C=C(C=CC1[N+](=O)[O-])C (butamifos), C/C(=N\NC(=O)NC1=CC(=CC(=C1)F)F)/C2=C(C=CC=N2)C(=O)[O-].[Na+] (diflufenzopyr-sodium), CCCOP(=S)(OCCC)SCC(=O)N1CCCCC1C (piperophos), CC=1C=CC=CC1CO[C@@H]2C[C@]3(CCC2(O3)C)C(C)C (cinmethylin), C/C(=N\NC(=O)NC=1C=C(C=C(C1)F)F)/C2=C(C=CC=N2)C(=O)O (diflufenzopyr), C1=CC(=C(C(=C1)Cl)C#N)Cl (dichlobenil), COC(=O)C1=C(C(=C(C(=C1Cl)Cl)C(=O)OC)Cl)Cl (chlorthal-dimethyl), CCS(=O)(=O)OC=1C=CC2=C(C1)C(CO2)(C)C (benfuresate), CCSC1=CC(=C(C=C1)NS(=O)(=O)C)C(F)(F)F (benzofluor), CC1=C(C=CC(=C1)S(=O)(=O)C2=CC=CC=C2)NS(=O)(=O)C(F)(F)F (perf luidone), CC1=CC(=C(C=C1NC(=O)C)NS(=O)(=O)C(F)(F)F)C (mefluidide), CC(C)OP(=S)(OC(C)C)SCCNS(=O)(=O)C=1C=CC=CC1 (bensulide), CCN(CC)C(=O)N1C=NC(=N1)S(=O)(=O)C=2C(=CC(=CC2C)C)C (cafenstrole). Yields the product CC1=CC(=CC=C1)N2C(=NC(=N2)C(=O)N)C3=CC=CC=C3 (triazofenamid). As a reaction SMILES: C1C=C[C:4]2[CH:5]=[C:6]([C:11]3[NH:15][CH2:14][CH2:13][N:12]=3)[CH:7]=[CH:8][C:9]=2C=1.CCS(O[C:22]1[CH:23]=[CH:24][C:25]2OC[C:28](C)(C)[C:26]=2[CH:27]=1)(=O)=O.CC(OP(SCCNS(C1C=CC=CC=1)(=O)=O)(OC(C)C)=S)C.CCSC1C=CC(NS(C)(=O)=O)=C(C(F)(F)F)C=1.CCC(NP(OC1C=C(C)C=CC=1[N+]([O-])=O)(OCC)=S)C.CCN(C([N:102]1[N:106]=C(S(C2C(C)=CC(C)=CC=2C)(=O)=O)N=C1)=O)CC.C[O:120]C(C1C(Cl)=C(Cl)C(C(OC)=O)=C(Cl)C=1Cl)=O.CC1C=CC=CC=1CO[C@H]1C2(C)O[C@](C(C)C)(CC2)C1.C1C=C(Cl)C(C#N)=C(Cl)C=1.C1[C@H]2O[C@H]([C@H](C(O)=O)[C@@H]2C(O)=O)C1.CC1C(NC(C)=O)=CC(NS(C(F)(F)F)(=O)=O)=C(C)C=1.CC1C=C(S(C2C=CC=CC=2)(=O)=O)C=CC=1NS(C(F)(F)F)(=O)=O.CCCOP(SCC(N1C(C)CCCC1)=O)(OCCC)=S.C/C(/C1N=CC=CC=1C(O)=O)=N\NC(NC1C=C(F)C=C(F)C=1)=O.C/C(/C1N=CC=CC=1C([O-])=O)=N\NC(NC1C=C(F)C=C(F)C=1)=O.[Na+]>>[CH3:28][C:26]1[CH:25]=[CH:24][CH:23]=[C:22]([N:102]2[N:106]=[C:14]([C:13]([NH2:12])=[O:120])[N:15]=[C:11]2[C:6]2[CH:5]=[CH:4][CH:9]=[CH:8][CH:7]=2)[CH:27]=1 |f:14.15|. Reported procedure: benazolin, benfuresate, bensulide, benzofluor, butamifos, cafenstrole, chlorthal-dimethyl (DCPA), cinmethylin, dichlobenil, endothall, fluorbentranil, mefluidide, perf luidone, piperophos, diflufenzopyr, diflufenzopyr-sodium Starting materials: B(Br)(Br)Br (boron tribromide), ClC1=C(C(=C(C(=C1)F)N1C(N(C(=CC1=O)C(F)(F)F)C)=O)OC)I (3-(4-chloro-6-fluoro-3-iodo-2-methoxyphenyl)-1-methyl-6-trifluoromethyl-2,4(1H,3H)-pyrimidinedione), O (water). The solvent is C(Cl)Cl (methylene chloride). Run at time 1 hour. Product: ClC1=C(C(=C(C(=C1)F)N1C(N(C(=CC1=O)C(F)(F)F)C)=O)O)I (3-(4-chloro-6-fluoro-2-hydroxy-3-iodophenyl)-1-methyl-6-trifluoromethyl-2,4(1H,3H)-pyrimidinedione). The yield is 93.3%. As a reaction SMILES: [Cl:1][C:2]1[CH:7]=[C:6]([F:8])[C:5]([N:9]2[C:14](=[O:15])[CH:13]=[C:12]([C:16]([F:19])([F:18])[F:17])[N:11]([CH3:20])[C:10]2=[O:21])=[C:4]([O:22]C)[C:3]=1[I:24].B(Br)(Br)Br.O>C(Cl)Cl>[Cl:1][C:2]1[CH:7]=[C:6]([F:8])[C:5]([N:9]2[C:14](=[O:15])[CH:13]=[C:12]([C:16]([F:18])([F:17])[F:19])[N:11]([CH3:20])[C:10]2=[O:21])=[C:4]([OH:22])[C:3]=1[I:24]. Procedure: Under a nitrogen atmosphere, a stirred solution of 3.0 grams (0.006 mole) of 3-(4-chloro-6-fluoro-3-iodo-2-methoxyphenyl)-1-methyl-6-trifluoromethyl-2,4(1H,3H)-pyrimidinedione in 75 mL of methylene chloride was cooled in a dry ice/acetone bath and 22.0 mL (0.022 mole) of 1M boron tribromide (in methylene chloride) was added dropwise during a 20 minute period. Upon completion of addition, the reaction mixture was allowed to warm to ambient temperature were it stirred for about one hour. At the co... Reactants: CC(C)(C)OC(=O)NC1CCNC1, CN(C)C=O, CCN(C(C)C)C(C)C, NS(=O)(=O)c1cccc(Nc2ncc3ccc4nc(C(=O)O)sc4c3n2)c1. Product: CC(C)(C)OC(=O)NC1CCN(C(=O)c2nc3ccc4cnc(Nc5cccc(S(N)(=O)=O)c5)nc4c3s2)C1. RXN SMILES: [C:37]([CH3:38])([CH3:39])([CH3:40])[O:41][C:42](=[O:43])[NH:44][CH:45]1[CH2:46][NH:47][CH2:48][CH2:49]1.[CH3:50][N:51]([CH3:52])[CH:53]=[O:54].[CH:1]([N:2]([CH:3]([CH3:4])[CH3:5])[CH2:6][CH3:7])([CH3:8])[CH3:9].[S:10]([NH2:11])(=[O:12])(=[O:13])[c:14]1[cH:15][c:16]([NH:20][c:21]2[n:22][c:23]3[c:24]4[c:25]([cH:26][cH:27][c:28]3[cH:29][n:30]2)[n:31][c:32]([C:34](=[O:35])[OH:36])[s:33]4)[cH:17][cH:18][cH:19]1>>[S:10]([NH2:11])(=[O:12])(=[O:13])[c:14]1[cH:15][c:16]([NH:20][c:21]2[n:22][c:23]3[c:24]4[c:25]([cH:26][cH:27][c:28]3[cH:29][n:30]2)[n:31][c:32]([C:34](=[O:36])[N:47]2[CH2:46][CH:45]([NH:44][C:42]([O:41][C:37]([CH3:38])([CH3:39])[CH3:40])=[O:43])[CH2:49][CH2:48]2)[s:33]4)[cH:17][cH:18][cH:19]1. Starting materials: C(C)NC(C)C (N-ethylisopropylamine), BrC=1C=CC=C2C(=NC(=NC12)Cl)O (8-bromo-2-chloroquinazolin-4-ol). Reaction conditions: temperature 170 celsius. Product: BrC=1C=CC=C2C(=NC(=NC12)N(C(C)C)CC)O (8-bromo-2-(ethyl(isopropyl)amino)quinazolin-4-ol). Isolated yield 97.1%. RXN SMILES: [CH2:1]([NH:3][CH:4]([CH3:6])[CH3:5])[CH3:2].[Br:7][C:8]1[CH:9]=[CH:10][CH:11]=[C:12]2[C:17]=1[N:16]=[C:15](Cl)[N:14]=[C:13]2[OH:19]>>[Br:7][C:8]1[CH:9]=[CH:10][CH:11]=[C:12]2[C:17]=1[N:16]=[C:15]([N:3]([CH2:1][CH3:2])[CH:4]([CH3:6])[CH3:5])[N:14]=[C:13]2[OH:19]. Reported procedure: A slurry of N-ethylisopropylamine (1.40 mL, 11.56 mmol) and 8-bromo-2-chloroquinazolin-4-ol (407c; 0.10 g, 0.385 mmol) was sealed in a microwave tube and heated to 170° C. for 30 min. The reaction was judged complete and clean. The reaction was partitioned between satd aq ammonium chloride and DCM. The aqueous layer was extracted with DCM 3 times, and the combined organics were dried over anhydrous Na2SO4, filtered, and concentrated in vacuo to give 8-bromo-2-(ethyl(isopropyl)amino)quinazolin-4-...